From a dataset of the Open Reaction Database (ORD), a public repository of structured organic reaction records. describe an organic reaction: reactants, conditions, products, and yield The yield is 55.0%. Reported procedure: To a 25 mL RB flask fitted with magnetic stirrer was charged with 20 mL of dichloromethane. To the stirred solvent was added 3-fluoro-4-methoxybenzaldehyde (2 g, 12.97 mmol). The reaction mixture was cooled to −78° C. and boron tribromide (51 mL) was added drop wise, stirred for 2 h at the same temperature and stirred at RT about 16 h. The reaction mixture was quenched with NaHCO3 solution at 0° C. by slow addition. The reaction mixture was concentrated to distill off the solvent; ethyl acetate ... The solvent is ClCCl (dichloromethane). Run at temperature -78 celsius, time 2 hour. The reactants are FC=1C=C(C=O)C=CC1OC (3-fluoro-4-methoxybenzaldehyde), B(Br)(Br)Br (boron tribromide). As a reaction SMILES: [F:1][C:2]1[CH:3]=[C:4]([CH:7]=[CH:8][C:9]=1[O:10]C)[CH:5]=[O:6].B(Br)(Br)Br>ClCCl>[F:1][C:2]1[CH:3]=[C:4]([CH:7]=[CH:8][C:9]=1[OH:10])[CH:5]=[O:6]. Yields the product FC=1C=C(C=O)C=CC1O (3-Fluoro-4-hydroxybenzaldehyde).